From a dataset of the Open Reaction Database (ORD), a public repository of structured organic reaction records. describe an organic reaction: reactants, conditions, products, and yield The reactants are Co—NaX, C1=CC=C(C(=C1)C#N)C#N (o-phthalonitrile), [Na] (sodium), zeolite, zeolite, [Na] (sodium), zeolite. Reagents/catalysts: [Co] (cobalt), [Co] (cobalt). Run in CC(=O)C (acetone). Conditions: temperature 210 celsius, time 5 hour. The product is C=1C=CC=2C(C1)=C3NC2N=C4C=5C=CC=CC5C(=N4)N=C6C=7C=CC=CC7C(N6)=NC=8C=9C=CC=CC9C(=N3)N8 (phthalocyanine), zeolite. As a reaction SMILES: [Na].[CH:2]1[CH:7]=[C:6]([C:8]#[N:9])[C:5]([C:10]#[N:11])=[CH:4][CH:3]=1>CC(C)=O.[Co]>[CH:2]1[CH:3]=[CH:4][C:5]2[C:6](=[C:8]3[N:9]=[C:8]4[N:11]=[C:10]([C:5]5[CH:4]=[CH:3][CH:2]=[CH:7][C:6]=54)[N:11]=[C:10]4[NH:9][C:8]([C:6]5[CH:7]=[CH:2][CH:3]=[CH:4][C:5]=54)=[N:11][C:10]4=[N:9][C:8]([C:6]5[CH:7]=[CH:2][CH:3]=[CH:4][C:5]=54)=[N:11][C:10]=2[NH:9]3)[CH:7]=1 |^1:0|. Reported procedure: A zeolite X powder including Co2+-phthalocyanine complex (CoPc) was prepared according to the following procedure. Specifically, a powder (product supplied by Tosoh Corporation) of zeolite X containing sodium ions (NaX) was prepared, and part of sodium ions (Na+) contained in the zeolite were exchanged with cobalt ions (Co2+) through ion exchange to yield NaX containing 0.95 percent by weight of Co2+ ions (Co—NaX). In acetone were stirred 108.96 g of the Co—NaX (containing 18 mmol of Co2+) and 0... Starting materials: COc1cc(Br)c(Oc2ccc([N+](=O)[O-])cc2)c(Br)c1, ClCCl, Cl. The product is O=[N+]([O-])c1ccc(Oc2c(Br)cc(O)cc2Br)cc1. As a reaction SMILES: [Br:1][c:2]1[cH:3][c:4]([O:19][CH3:20])[cH:5][c:6]([Br:18])[c:7]1[O:8][c:9]1[cH:10][cH:11][c:12]([N+:15](=[O:16])[O-:17])[cH:13][cH:14]1.[Cl:22][CH2:23][Cl:24].[ClH:21]>>[Br:1][c:2]1[cH:3][c:4]([OH:19])[cH:5][c:6]([Br:18])[c:7]1[O:8][c:9]1[cH:10][cH:11][c:12]([N+:15](=[O:16])[O-:17])[cH:13][cH:14]1. The reactants are ice, C(C)(=O)NC1=CC=C(S(=O)(=O)Cl)C=C1 (N-Acetylsulfanilyl chloride), C(C)(=O)[O-].[Na+] (sodium acetate), NC1=CC=CC=C1 (aniline). Run in C(C)O (ethanol). Reaction conditions: time 8 hour. Product: C1(=CC=CC=C1)NS(=O)(=O)C1=CC=C(C=C1)NC(C)=O (N-[4-[(phenylamino)sulfonyl]phenyl]acetamide). As a reaction SMILES: [C:1]([NH:4][C:5]1[CH:14]=[CH:13][C:8]([S:9](Cl)(=[O:11])=[O:10])=[CH:7][CH:6]=1)(=[O:3])[CH3:2].C([O-])(=O)C.[Na+].[NH2:20][C:21]1[CH:26]=[CH:25][CH:24]=[CH:23][CH:22]=1>C(O)C>[C:21]1([NH:20][S:9]([C:8]2[CH:13]=[CH:14][C:5]([NH:4][C:1](=[O:3])[CH3:2])=[CH:6][CH:7]=2)(=[O:11])=[O:10])[CH:26]=[CH:25][CH:24]=[CH:23][CH:22]=1 |f:1.2|. Procedure details: N-Acetylsulfanilyl chloride 1 (55 g, 236 mmol) was added in portion to a stirring, 0° C. suspension of sodium acetate (48.4 g, 590 mmol) and aniline 2 (22 mL, 236 mmol) in ethanol (300 mL). The reaction mixture was stirred at room temperature overnight and then poured into ice-cold water (1.5 L) with vigorous stirring. After stirring for 1 h, the white solid that gradually precipitated was collected by filtration. The filter cake was washed with ice-cold water, dried under vacuum, and recrystall... Reactants: Cl.C(C)N=C=NCCCN(C)C (1-ethyl-3-(3-dimethylaminopropyl)carbodiimide hydrochloride), Cl (Hydrochloric acid), C1(CCCCC1)C(C1=C(SC(=C1)C)C)NC1=CC=C(C(=O)O)C=C1 (4-{[cyclohexyl(2,5-dimethylthiophen-3-yl)methyl]amino}benzoic acid), CNCCC(=O)OCC (ethyl 3-(methylamino)propanoate), O.ON1N=NC2=C1C=CC=C2 (1-hydroxybenzotriazole monohydrate), [OH-].[Na+] (sodium hydroxide). Solvent: CN(C=O)C (N,N-dimethylformamide), C(C)N(CC)CC (triethylamine), C(C)O (ethanol), O1CCCC1 (tetrahydrofuran). Conditions: time 2 hour. The product is C1(CCCCC1)C(C1=C(SC(=C1)C)C)NC1=CC=C(C=C1)C(=O)N(CCC(=O)O)C (3-{[(4-{[cyclohexyl(2,5-dimethylthiophen-3-yl)methyl]amino}phenyl)carbonyl](methyl)amino}propanoic acid). The yield is 4.9%. Reaction SMILES: [CH:1]1([CH:7]([NH:15][C:16]2[CH:24]=[CH:23][C:19]([C:20]([OH:22])=O)=[CH:18][CH:17]=2)[C:8]2[CH:12]=[C:11]([CH3:13])[S:10][C:9]=2[CH3:14])[CH2:6][CH2:5][CH2:4][CH2:3][CH2:2]1.[CH3:25][NH:26][CH2:27][CH2:28][C:29]([O:31]CC)=[O:30].O.ON1C2C=CC=CC=2N=N1.Cl.C(N=C=NCCCN(C)C)C.Cl.[OH-].[Na+]>CN(C)C=O.C(O)C.O1CCCC1.C(N(CC)CC)C>[CH:1]1([CH:7]([NH:15][C:16]2[CH:17]=[CH:18][C:19]([C:20]([N:26]([CH3:25])[CH2:27][CH2:28][C:29]([OH:31])=[O:30])=[O:22])=[CH:23][CH:24]=2)[C:8]2[CH:12]=[C:11]([CH3:13])[S:10][C:9]=2[CH3:14])[CH2:6][CH2:5][CH2:4][CH2:3][CH2:2]1 |f:2.3,4.5,7.8|. Procedure: To a mixture of 4-{[cyclohexyl(2,5-dimethylthiophen-3-yl)methyl]amino}benzoic acid (250 mg) synthesized in Example 270 (4), ethyl 3-(methylamino)propanoate (115 mg), 1-hydroxybenzotriazole monohydrate (134 mg) and triethylamine (122 μL) in N,N-dimethylformamide (10 mL) was added 1-ethyl-3-(3-dimethylaminopropyl)carbodiimide hydrochloride (168 mg), and the mixture was stirred at room temperature for 2 hr. 1N Hydrochloric acid was added to quench the reaction, and the mixture was extracted with et... Starting materials: [Si](C)(C)(C(C)(C)C)OS(=O)(=O)C(F)(F)F (TBSOTf), FC=1C(=NC2=CC=CC(=C2N1)C(C)=O)C (1-(3-fluoro-2-methylquinoxalin-5-yl)ethanone), TEA. Solvent: C(Cl)Cl (DCM), C(Cl)Cl (DCM). Conditions: temperature 0 celsius, time 30 minute. The product is [Si](C)(C)(C(C)(C)C)OC(=C)C1=C2N=C(C(=NC2=CC=C1)C)F (5-(1-((tert-butyldimethylsilyl)oxy)vinyl)-3-fluoro-2-methylquinoxaline). Isolated yield 110.7%. RXN SMILES: [Si:1]([O:8]S(C(F)(F)F)(=O)=O)([C:4]([CH3:7])([CH3:6])[CH3:5])([CH3:3])[CH3:2].[F:16][C:17]1[C:18]([CH3:30])=[N:19][C:20]2[C:25]([N:26]=1)=[C:24]([C:27](=O)[CH3:28])[CH:23]=[CH:22][CH:21]=2>C(Cl)Cl>[Si:1]([O:8][C:27]([C:24]1[CH:23]=[CH:22][CH:21]=[C:20]2[C:25]=1[N:26]=[C:17]([F:16])[C:18]([CH3:30])=[N:19]2)=[CH2:28])([C:4]([CH3:5])([CH3:6])[CH3:7])([CH3:2])[CH3:3]. Reported procedure: TBSOTf (2.92 mL, 12.73 mmol) was added (dropwise, over 3 min) to a mixture 1-(3-fluoro-2-methylquinoxalin-5-yl)ethanone (2.00 g, 9.79 mmol) and TEA (2.05 mL, 14.7 mmol) in DCM (100 mL) at 0° C., and the resulting solution was stirred at 0° C. for 30 min. The mixture was diluted with DCM (50 mL), washed with saturated aq. NaHCO3 (2×100 mL), dried over Na2SO4, filtered, and concentrated in vacuo to provide 5-(1-((tert-butyldimethylsilyl)oxy)vinyl)-3-fluoro-2-methylquinoxaline (3.451 g) as an orang... Reactants: C(CCCCCC)OC1=CC=C(C(=O)OC2=CC=C(C=C2)CN(C(C2=CC=C(C=C2)[N+](=O)[O-])=O)CC(=O)OC(C)(C)C)C=C1 (4-((N-(2-(tert-butoxy)-2-oxoethyl)-4-nitrobenzamido)methyl)phenyl 4-(heptyloxy)benzoate). The reagents and catalysts are [Pd] (Pd/C). The solvent is C1CCOC1 (THF). The product is C(CCCCCC)OC1=CC=C(C(=O)OC2=CC=C(C=C2)CN(C(C2=CC=C(C=C2)N)=O)CC(=O)OC(C)(C)C)C=C1 (4-((4-amino-N-(2-(tert-butoxy)-2-oxoethyl)benzamido)methyl)phenyl 4-(heptyloxy)benzoate). Reaction SMILES: [CH2:1]([O:8][C:9]1[CH:44]=[CH:43][C:12]([C:13]([O:15][C:16]2[CH:21]=[CH:20][C:19]([CH2:22][N:23]([CH2:35][C:36]([O:38][C:39]([CH3:42])([CH3:41])[CH3:40])=[O:37])[C:24](=[O:34])[C:25]3[CH:30]=[CH:29][C:28]([N+:31]([O-])=O)=[CH:27][CH:26]=3)=[CH:18][CH:17]=2)=[O:14])=[CH:11][CH:10]=1)[CH2:2][CH2:3][CH2:4][CH2:5][CH2:6][CH3:7]>C1COCC1.[Pd]>[CH2:1]([O:8][C:9]1[CH:44]=[CH:43][C:12]([C:13]([O:15][C:16]2[CH:21]=[CH:20][C:19]([CH2:22][N:23]([CH2:35][C:36]([O:38][C:39]([CH3:42])([CH3:41])[CH3:40])=[O:37])[C:24](=[O:34])[C:25]3[CH:26]=[CH:27][C:28]([NH2:31])=[CH:29][CH:30]=3)=[CH:18][CH:17]=2)=[O:14])=[CH:11][CH:10]=1)[CH2:2][CH2:3][CH2:4][CH2:5][CH2:6][CH3:7]. Procedure: Prepared using General Procedure 5: A solution of 4-((N-(2-(tert-butoxy)-2-oxoethyl)-4-nitrobenzamido)methyl)phenyl 4-(heptyloxy)benzoate INT-3 (888 mg, 1.47 mmol) in THF (15 mL) was hydrogenated in an H-Cube (55 mmol Pd/C cartridge, 1 mL/min, 15 mL volume). The reaction mixture was concentrated to provide 896 mg of crude 4-((4-amino-N-(2-(tert-butoxy)-2-oxoethyl)benzamido)methyl)phenyl 4-(heptyloxy)benzoate INT-4. The crude material was carried forward without further purification. LCMS-ESI (m/... The reactants are C[Si](C)(C)C1(CO)c2ccccc2-c2ccccc21, O=C=Nc1ccccc1, c1ccccc1. The product is C[Si](C)(C)C1(COC(=O)Nc2ccccc2)c2ccccc2-c2ccccc21. Reaction SMILES: [CH3:1][Si:2]([C:3]1([CH2:16][OH:17])[c:4]2[cH:5][cH:6][cH:7][cH:8][c:9]2-[c:10]2[cH:11][cH:12][cH:13][cH:14][c:15]21)([CH3:18])[CH3:19].[O:20]=[C:21]=[N:22][c:23]1[cH:24][cH:25][cH:26][cH:27][cH:28]1.[cH:29]1[cH:30][cH:31][cH:32][cH:33][cH:34]1>>[CH3:1][Si:2]([C:3]1([CH2:16][O:17][C:21](=[O:20])[NH:22][c:23]2[cH:24][cH:25][cH:26][cH:27][cH:28]2)[c:4]2[cH:5][cH:6][cH:7][cH:8][c:9]2-[c:10]2[cH:11][cH:12][cH:13][cH:14][c:15]21)([CH3:18])[CH3:19]. The reactants are ClC=1C=CC=2N(C1)C(=C(N2)CN2CCN(CC2)C2=C(C=C(C=C2)Cl)Cl)CO (6-chloro-2-[[4-(2,4-dichlorophenyl)-1-piperazinyl]methyl]imidazo[1,2-a]pyridine-3-methanol), [H-].[Na+] (sodium hydride), C(C1=CC=CC=C1)Br (benzyl bromide). Solvent: C1CCOC1 (THF). Reaction conditions: time 7 minute. The product is ClC=1C=CC=2N(C1)C(=C(N2)CN2CCN(CC2)C2=C(C=C(C=C2)Cl)Cl)COCC2=CC=CC=C2 (6-chloro-2-[[4-(2,4-dichlorophenyl)-1-piperazinyl]methyl]-3-[(phenylmethoxy)methyl]imidazo[1,2-a]pyridine). Reaction SMILES: [Cl:1][C:2]1[CH:3]=[CH:4][C:5]2[N:6]([C:8]([CH2:26][OH:27])=[C:9]([CH2:11][N:12]3[CH2:17][CH2:16][N:15]([C:18]4[CH:23]=[CH:22][C:21]([Cl:24])=[CH:20][C:19]=4[Cl:25])[CH2:14][CH2:13]3)[N:10]=2)[CH:7]=1.[H-].[Na+].[CH2:30](Br)[C:31]1[CH:36]=[CH:35][CH:34]=[CH:33][CH:32]=1>C1COCC1>[Cl:1][C:2]1[CH:3]=[CH:4][C:5]2[N:6]([C:8]([CH2:26][O:27][CH2:30][C:31]3[CH:36]=[CH:35][CH:34]=[CH:33][CH:32]=3)=[C:9]([CH2:11][N:12]3[CH2:13][CH2:14][N:15]([C:18]4[CH:23]=[CH:22][C:21]([Cl:24])=[CH:20][C:19]=4[Cl:25])[CH2:16][CH2:17]3)[N:10]=2)[CH:7]=1 |f:1.2|. Reported procedure: To 6-chloro-2-[[4-(2,4-dichlorophenyl)-1-piperazinyl]methyl]imidazo[1,2-a]pyridine-3-methanol (Example 44; 0.0651 g) in THF (1 mL) is added sodium hydride (Aldrich, 60% dispersion in mineral oil; 0.0067 g). After 7 min, benzyl bromide (Aldrich; 0.020 mL) is added and the mixture is stirred for an additional 4.5 h, at which time it is partitioned between dichloromethane and aq. sodium bicarbonate/brine. The organic layers are filtered through sodium sulfate and concentrated, and the residue is ch... Starting materials: [OH-].[Na+] (sodium hydroxide), Cl.FC1=C(NC2=NC=NC3=CC(=CC=C23)O)C=C(C(=C1)C)OC(=O)OC (4-(2-fluoro-5-methoxycarbonyloxy-4-methylanilino)-7-hydroxyquinazoline hydrochloride). Solvent: CO (methanol). Conditions: time 50 minute. Yields the product FC1=C(NC2=NC=NC3=CC(=CC=C23)O)C=C(C(=C1)C)O (4-(2-fluoro-5-hydroxy-4-methylanilino)-7-hydroxyquinazoline). Isolated yield 49.7%. Reaction SMILES: [OH-].[Na+].Cl.[F:4][C:5]1[CH:22]=[C:21]([CH3:23])[C:20]([O:24]C(OC)=O)=[CH:19][C:6]=1[NH:7][C:8]1[C:17]2[C:12](=[CH:13][C:14]([OH:18])=[CH:15][CH:16]=2)[N:11]=[CH:10][N:9]=1>CO>[F:4][C:5]1[CH:22]=[C:21]([CH3:23])[C:20]([OH:24])=[CH:19][C:6]=1[NH:7][C:8]1[C:17]2[C:12](=[CH:13][C:14]([OH:18])=[CH:15][CH:16]=2)[N:11]=[CH:10][N:9]=1 |f:0.1,2.3|. Reported procedure: 1M Aqueous sodium hydroxide solution (2.1 ml, 2.1 mmol) was added to a solution of 4-(2-fluoro-5-methoxycarbonyloxy-4-methylanilino)-7-hydroxyquinazoline hydrochloride (400 mg, 1.05 mmol), in methanol (10 ml) and the mixture stirred for 50 minutes at ambient temperature. The solvent was removed by evaporation, the residue dissolved in water and adjusted to pH7 with hydrochloric acid. The aqueous mixture was extracted with ethyl acetate, the extracts washed with brine, dried (MgSO4) and the solve...